Dataset: the Open Reaction Database (ORD), a public repository of structured organic reaction records. Task: describe an organic reaction: reactants, conditions, products, and yield Starting materials: CC(=O)OCC#CCN1C(=O)N(c2ccc(Cl)c(Cl)c2)C(=O)C1(C)c1ccc(O)cc1, CCO, Cl. Yields the product CC1(c2ccc(O)cc2)C(=O)N(c2ccc(Cl)c(Cl)c2)C(=O)N1CC#CCO. RXN SMILES: [C:1](=[O:2])([CH3:3])[O:4][CH2:5][C:6]#[C:7][CH2:8][N:9]1[C:10](=[O:31])[N:11]([c:23]2[cH:24][c:25]([Cl:30])[c:26]([Cl:29])[cH:27][cH:28]2)[C:12](=[O:22])[C:13]1([CH3:14])[c:15]1[cH:16][cH:17][c:18]([OH:21])[cH:19][cH:20]1.[CH3:32][CH2:33][OH:34].[ClH:35]>>[OH:4][CH2:5][C:6]#[C:7][CH2:8][N:9]1[C:10](=[O:31])[N:11]([c:23]2[cH:24][c:25]([Cl:30])[c:26]([Cl:29])[cH:27][cH:28]2)[C:12](=[O:22])[C:13]1([CH3:14])[c:15]1[cH:16][cH:17][c:18]([OH:21])[cH:19][cH:20]1. Starting materials: Cl.OC1=C(C=NC2=CC=CN=C12)C(=O)Cl (4-hydroxy-1,5-naphthyridine-3-carbonyl chloride hydrochloride), OC1=CC=C(C=C1)C(N)C(=O)O (2-p-hydroxyphenylglycine), ClCCl (dichloromethane), C[Si](Cl)(C)C (trimethylchlorosilane). The solvent is C(C)N(CC)CC (triethylamine). Product: OC1=C(C=NC2=CC=CN=C12)C(=O)NC(C(=O)O)C1=CC=C(C=C1)O (α-(4-hydroxy-1,5-napthyridine-3-carboxamido)-p-hydroxyphenylacetic acid). RXN SMILES: [OH:1][C:2]1[CH:7]=[CH:6][C:5]([CH:8]([C:10]([OH:12])=[O:11])[NH2:9])=[CH:4][CH:3]=1.ClCCl.C[Si](C)(C)Cl.Cl.[OH:22][C:23]1[C:32]2[C:27](=[CH:28][CH:29]=[CH:30][N:31]=2)[N:26]=[CH:25][C:24]=1[C:33](Cl)=[O:34]>C(N(CC)CC)C>[OH:22][C:23]1[C:32]2[C:27](=[CH:28][CH:29]=[CH:30][N:31]=2)[N:26]=[CH:25][C:24]=1[C:33]([NH:9][CH:8]([C:5]1[CH:4]=[CH:3][C:2]([OH:1])=[CH:7][CH:6]=1)[C:10]([OH:12])=[O:11])=[O:34] |f:3.4|. Procedure: To a mixture of 1.35 g of DL- 2-p-hydroxyphenylglycine, 50 ml of anhydrous dichloromethane and 4.05 of triethylamine, 2.62 g of trimethylchlorosilane were added, and the resulting mixture was refluxed for 20 minutes. After the addition of 2.1 g of 4-hydroxy-1,5-naphthyridine-3-carbonyl chloride hydrochloride, the reaction was effected while cooling with ice for 4 hours. The reaction mixture was concentrated under reduced pressure, 50 ml of water were added to the residue, and the resulting mixtu...